This data is from the Open Reaction Database (ORD), a public repository of structured organic reaction records. The task is: describe an organic reaction: reactants, conditions, products, and yield The reactants are CC(C)(C)OC(=O)N1CC(O[Si](C)(C)C(C)(C)C)CC1CO, [H-], CI, [Na+], CN(C)C=O. Yields the product COCC1CC(O[Si](C)(C)C(C)(C)C)CN1C(=O)OC(C)(C)C. RXN SMILES: [C:1]([CH3:2])([CH3:3])([CH3:4])[Si:5]([O:6][CH:7]1[CH2:8][CH:9]([CH2:19][OH:20])[N:10]([C:12](=[O:13])[O:14][C:15]([CH3:16])([CH3:17])[CH3:18])[CH2:11]1)([CH3:21])[CH3:22].[H-:23].[I:25][CH3:26].[Na+:24].[O:27]=[CH:28][N:29]([CH3:30])[CH3:31]>>[C:1]([CH3:2])([CH3:3])([CH3:4])[Si:5]([O:6][CH:7]1[CH2:8][CH:9]([CH2:19][O:20][CH3:26])[N:10]([C:12](=[O:13])[O:14][C:15]([CH3:16])([CH3:17])[CH3:18])[CH2:11]1)([CH3:21])[CH3:22]. The reactants are COC(C(=O)N1C(=O)OCC1Cc1ccccc1)C(O)c1ccc(OCCc2nc(-c3ccccc3)oc2C)c2ccsc12, CC[SiH](CC)CC, O=C(O)C(F)(F)F. The product is COC(Cc1ccc(OCCc2nc(-c3ccccc3)oc2C)c2ccsc12)C(=O)N1C(=O)OCC1Cc1ccccc1. Reaction SMILES: [CH2:1]([c:2]1[cH:3][cH:4][cH:5][cH:6][cH:7]1)[CH:8]1[N:9]([C:14]([CH:15]([CH:16]([c:17]2[cH:18][cH:19][c:20]([O:26][CH2:27][CH2:28][c:29]3[n:30][c:31](-[c:35]4[cH:36][cH:37][cH:38][cH:39][cH:40]4)[o:32][c:33]3[CH3:34])[c:21]3[c:22]2[s:23][cH:24][cH:25]3)[OH:41])[O:42][CH3:43])=[O:44])[C:10](=[O:13])[O:11][CH2:12]1.[CH2:45]([SiH:46]([CH2:47][CH3:48])[CH2:49][CH3:50])[CH3:51].[OH:52][C:53]([C:54]([F:55])([F:56])[F:57])=[O:58]>>[CH2:1]([c:2]1[cH:3][cH:4][cH:5][cH:6][cH:7]1)[CH:8]1[N:9]([C:14]([CH:15]([CH2:16][c:17]2[cH:18][cH:19][c:20]([O:26][CH2:27][CH2:28][c:29]3[n:30][c:31](-[c:35]4[cH:36][cH:37][cH:38][cH:39][cH:40]4)[o:32][c:33]3[CH3:34])[c:21]3[c:22]2[s:23][cH:24][cH:25]3)[O:42][CH3:43])=[O:44])[C:10](=[O:13])[O:11][CH2:12]1. Reactants: N1=CC=C2CNC3=C(CN21)C=CC=C3 (5,10-dihydro-4H-pyrazolo[5,1-c][1,4]benzodiazepine), FC=1C=CC(=C(C(=O)NC2=CC(=C(C(=O)Cl)C=C2)Cl)C1)C (4-[(5-fluoro-2-methylbenzoyl)amino]-2-chlorobenzoyl chloride), C(C)(C)N(CC)C(C)C (diisopropylethylamine). Solvent: ClCCl (dichloromethane). Run at time 8 hour. The product is N1=CC=C2CN(C3=C(CN21)C=CC=C3)C(=O)C3=C(C=C(C=C3)NC(C3=C(C=CC(=C3)F)C)=O)Cl (N-[4-(4H-Pyrazolo[5,1-c][1,4]benzodiazepin-5(10H)-ylcarbonyl)-3-chlorophenyl]-5-fluoro-2-methylbenzamide). As a reaction SMILES: [N:1]1[N:10]2[C:4]([CH2:5][NH:6][C:7]3[CH:14]=[CH:13][CH:12]=[CH:11][C:8]=3[CH2:9]2)=[CH:3][CH:2]=1.[F:15][C:16]1[CH:17]=[CH:18][C:19]([CH3:35])=[C:20]([CH:34]=1)[C:21]([NH:23][C:24]1[CH:32]=[CH:31][C:27]([C:28](Cl)=[O:29])=[C:26]([Cl:33])[CH:25]=1)=[O:22].C(N(C(C)C)CC)(C)C>ClCCl>[N:1]1[N:10]2[C:4]([CH2:5][N:6]([C:28]([C:27]3[CH:31]=[CH:32][C:24]([NH:23][C:21](=[O:22])[C:20]4[CH:34]=[C:16]([F:15])[CH:17]=[CH:18][C:19]=4[CH3:35])=[CH:25][C:26]=3[Cl:33])=[O:29])[C:7]3[CH:14]=[CH:13][CH:12]=[CH:11][C:8]=3[CH2:9]2)=[CH:3][CH:2]=1. Procedure details: A mixture of 0.185 g of 5,10-dihydro-4H-pyrazolo[5,1-c][1,4]benzodiazepine, 0.391 g of 4-[(5-fluoro-2-methylbenzoyl)amino]-2-chlorobenzoyl chloride and 0.158 g of diisopropylethylamine in 10 ml of dichloromethane is stirred at room temperature overnight. The mixture is washed with H2 O, 1N HCl, H2O, 1M NaHCO3, brine and dried (Na2SO4). The solution is passed through a thin pad of hydrous magnesium silicate and the filter cake washed with dichloromethane. The filtrate is again passed through a th... Reported procedure: exchanging the trifluoroacetate salt of 6,9-bis[(2-aminoethyl)amino]benzo[g]isoquinoline-5,10-dione with maleic acid by treating the trifluoroacetate salt with an aqueous solution of maleic acid to form the crystallized 6,9-bis[(2-aminoethyl)amino]benzo[g]isoquinoline-5,10-dione dimaleate salt. The reactants are FC(C(=O)[O-])(F)F (trifluoroacetate), NCCNC1=CC=C(C2=C1C(C=1C=CN=CC1C2=O)=O)NCCN (6,9-bis[(2-aminoethyl)amino]benzo[g]isoquinoline-5,10-dione), C(\C=C/C(=O)O)(=O)O (maleic acid), FC(C(=O)[O-])(F)F (trifluoroacetate), C(\C=C/C(=O)O)(=O)O (maleic acid). The product is C(\C=C/C(=O)O)(=O)O.C(\C=C/C(=O)O)(=O)O.NCCNC1=CC=C(C2=C1C(C=1C=CN=CC1C2=O)=O)NCCN (6,9-bis[(2-aminoethyl)amino]benzo[g]isoquinoline-5,10-dione dimaleate salt). As a reaction SMILES: FC(F)(F)C([O-])=O.[NH2:8][CH2:9][CH2:10][NH:11][C:12]1[C:17]2[C:18](=[O:27])[C:19]3[CH:20]=[CH:21][N:22]=[CH:23][C:24]=3[C:25](=[O:26])[C:16]=2[C:15]([NH:28][CH2:29][CH2:30][NH2:31])=[CH:14][CH:13]=1.[C:32]([OH:39])(=[O:38])/[CH:33]=[CH:34]\[C:35]([OH:37])=[O:36]>>[C:32]([OH:39])(=[O:38])/[CH:33]=[CH:34]\[C:35]([OH:37])=[O:36].[C:32]([OH:39])(=[O:38])/[CH:33]=[CH:34]\[C:35]([OH:37])=[O:36].[NH2:8][CH2:9][CH2:10][NH:11][C:12]1[C:17]2[C:18](=[O:27])[C:19]3[CH:20]=[CH:21][N:22]=[CH:23][C:24]=3[C:25](=[O:26])[C:16]=2[C:15]([NH:28][CH2:29][CH2:30][NH2:31])=[CH:14][CH:13]=1 |f:3.4.5|. Reactants: [Na] (sodium), COCCOCCO (diethylene glycol monomethyl ether), BrCCCCBr (1,4-dibromobutane). Product: BrCCCCOCCOCCOC (1-bromo-5,8,11-trioxadodecane). As a reaction SMILES: [Na].[CH3:2][O:3][CH2:4][CH2:5][O:6][CH2:7][CH2:8][OH:9].[Br:10][CH2:11][CH2:12][CH2:13][CH2:14]Br>>[Br:10][CH2:11][CH2:12][CH2:13][CH2:14][O:9][CH2:8][CH2:7][O:6][CH2:5][CH2:4][O:3][CH3:2] |^1:0|. Procedure details: This compound is prepared in a way similar to that in paragraph 1/ of example 1) by reacting the sodium salt of diethylene glycol monomethyl ether with an excess of 1,4-dibromobutane. Column purification gives a yellow-colored oil. Starting materials: O=C1NC(=O)c2ccccc21, COc1ccc([N+](=O)[O-])cc1CBr, CN(C)C=O, CCOC(C)=O, Cl, [K], O. Yields the product COc1ccc([N+](=O)[O-])cc1CN1C(=O)c2ccccc2C1=O. Reaction SMILES: [C:1]1(=[O:11])[c:2]2[c:3]([cH:7][cH:8][cH:9][cH:10]2)[C:4](=[O:6])[NH:5]1.[CH3:13][O:14][c:15]1[c:16]([CH2:17][Br:18])[cH:19][c:20]([N+:23](=[O:24])[O-:25])[cH:21][cH:22]1.[CH3:28][N:29]([CH3:30])[CH:31]=[O:32].[CH3:33][CH2:34][O:35][C:36](=[O:37])[CH3:38].[ClH:27].[K:12].[OH2:26]>>[C:1]1(=[O:11])[c:2]2[c:3]([cH:7][cH:8][cH:9][cH:10]2)[C:4](=[O:6])[N:5]1[CH2:17][c:16]1[c:15]([O:14][CH3:13])[cH:22][cH:21][c:20]([N+:23](=[O:24])[O-:25])[cH:19]1.